This data is from the Open Reaction Database (ORD), a public repository of structured organic reaction records. The task is: describe an organic reaction: reactants, conditions, products, and yield The reactants are Cl (HCl), ClC1=CC(=C(C=C1C)O)C(C)C (4-chloro-2-isopropyl-5-methylphenol), [Mg+2].[Cl-].[Cl-] (MgCl2), TEA, C=O (paraformaldehyde). Run in C(C)#N (acetonitrile). Product: ClC=1C(=C(C=O)C(=C(C1)C(C)C)O)C (3-chloro-6-hydroxy-5-isopropyl-2-methylbenzaldehyde). Isolated yield 100.7%. Reaction SMILES: [Cl:1][C:2]1[C:7]([CH3:8])=[CH:6][C:5]([OH:9])=[C:4]([CH:10]([CH3:12])[CH3:11])[CH:3]=1.[Mg+2].[Cl-].[Cl-].[CH2:16]=[O:17].Cl>C(#N)C>[Cl:1][C:2]1[C:7]([CH3:8])=[C:6]([C:5]([OH:9])=[C:4]([CH:10]([CH3:12])[CH3:11])[CH:3]=1)[CH:16]=[O:17] |f:1.2.3|. Procedure: To a solution of 4-chloro-2-isopropyl-5-methylphenol (5.00 g, 27.08 mmole) in anhydrous acetonitrile (150 mL) was added MgCl2 (3.87 g, 40.61 mmole), TEA (10.28 mL, 101.55 mmole) and paraformaldehyde (5.48 g, 182.79 mmole), and the resulting mixture was refluxed under a dry N2 atmosphere for 18 hrs. The mixture was then cooled, acidified with 2.4 N HCl and extracted with EtOAc (2×250 ml). The combined extracts were washed with brine (100 ml), dried over MgSO4, filtered and concentrated in vacuo t... Reactants: BrC=1C=C(C(=C(C1O)O)Cl)CC1=CC=C(C=C1)C1CC1 (6-Bromo-3-chloro-4-(4-cyclopropylbenzyl)benzene-1,2-diol), BrCBr (dibromomethane), C(=O)([O-])[O-].[Cs+].[Cs+] (Cs2CO3). Run in CN(C)C=O (DMF). Reaction conditions: temperature 90 celsius, time 12 hour. Yields the product BrC1=CC(=C(C2=C1OCO2)Cl)CC2=CC=C(C=C2)C2CC2 (7-Bromo-4-chloro-5-(4-cyclopropylbenzyl)benzo[d][1,3]dioxole). Isolated yield 64.6%. As a reaction SMILES: [Br:1][C:2]1[CH:3]=[C:4]([CH2:11][C:12]2[CH:17]=[CH:16][C:15]([CH:18]3[CH2:20][CH2:19]3)=[CH:14][CH:13]=2)[C:5]([Cl:10])=[C:6]([OH:9])[C:7]=1[OH:8].Br[CH2:22]Br.C([O-])([O-])=O.[Cs+].[Cs+]>CN(C=O)C>[Br:1][C:2]1[C:7]2[O:8][CH2:22][O:9][C:6]=2[C:5]([Cl:10])=[C:4]([CH2:11][C:12]2[CH:17]=[CH:16][C:15]([CH:18]3[CH2:19][CH2:20]3)=[CH:14][CH:13]=2)[CH:3]=1 |f:2.3.4|. Procedure details: To a solution of phenol 192 (1.75 g, 4.95 mmol) in DMF (25 mL) were added dibromomethane (0.42 mL, 5.94 mmol) and Cs2CO3 (5.7 g, 17.3 mmol) at r.t. The mixture was stirred at 90° C. for 12 hours. The mixture was cooled to r.t. and filtered off to remove inorganic salts. The filtrate was extracted with EtOAc/aq. 50% NaCl solution (100 mL/500 mL). The organic layer was washed with brine, dried over MgSO4, filtered and concentrated in vacuo. The residue was purified by silica gel column chromatogra... Starting materials: O=C([O-])[O-], CNOC, CCOC(=O)c1cnc(Cl)cc1NC, Cl, [Na+], [Na+], C1COCCO1. Yields the product CCOC(=O)c1cnc(N(C)OC)cc1NC. RXN SMILES: [C:20](=[O:21])([O-:22])[O-:23].[CH3:16][O:17][NH:18][CH3:19].[Cl:1][c:2]1[n:3][cH:4][c:5]([C:6](=[O:7])[O:8][CH2:9][CH3:10])[c:11]([NH:13][CH3:14])[cH:12]1.[ClH:15].[Na+:24].[Na+:25].[O:26]1[CH2:27][CH2:28][O:29][CH2:30][CH2:31]1>>[c:2]1([N:18]([O:17][CH3:16])[CH3:19])[n:3][cH:4][c:5]([C:6](=[O:7])[O:8][CH2:9][CH3:10])[c:11]([NH:13][CH3:14])[cH:12]1. Starting materials: CSC1=C(C#N)C=CC(=C1)CCN1CCNCC1 (2-(methylthio)-4-(2-piperazin-1-ylethyl)benzonitrile), O=C1OCC2=C1C=CC(=C2)CC=O ((1-oxo-1,3-dihydro-2-benzofuran-5-yl)acetaldehyde), [BH-](OC(=O)C)(OC(=O)C)OC(=O)C.[Na+] (NaBH(OAc)3). Solvent: C(Cl)Cl (DCM), C(Cl)Cl (DCM). Reaction conditions: time 8 hour. Yields the product CSC1=C(C#N)C=CC(=C1)CCN1CCN(CC1)CCC1=CC2=C(C(OC2)=O)C=C1 (2-(methylthio)-4-(2-{4-[2-(1-oxo-1,3-dihydro-2-benzofuran-5-yl)ethyl]piperazin-1-yl}ethyl)benzonitrile). As a reaction SMILES: [CH3:1][S:2][C:3]1[CH:10]=[C:9]([CH2:11][CH2:12][N:13]2[CH2:18][CH2:17][NH:16][CH2:15][CH2:14]2)[CH:8]=[CH:7][C:4]=1[C:5]#[N:6].[O:19]=[C:20]1[C:24]2[CH:25]=[CH:26][C:27]([CH2:29][CH:30]=O)=[CH:28][C:23]=2[CH2:22][O:21]1.[BH-](OC(C)=O)(OC(C)=O)OC(C)=O.[Na+]>C(Cl)Cl>[CH3:1][S:2][C:3]1[CH:10]=[C:9]([CH2:11][CH2:12][N:13]2[CH2:14][CH2:15][N:16]([CH2:30][CH2:29][C:27]3[CH:26]=[CH:25][C:24]4[C:20](=[O:19])[O:21][CH2:22][C:23]=4[CH:28]=3)[CH2:17][CH2:18]2)[CH:8]=[CH:7][C:4]=1[C:5]#[N:6] |f:2.3|. Procedure details: To a solution of 2-(methylthio)-4-(2-piperazin-1-ylethyl)benzonitrile (0.69 mmol) in 20 mL of DCM was added (1-oxo-1,3-dihydro-2-benzofuran-5-yl)acetaldehyde (180 mg, 1.03 mmol) and NaBH(OAc)3 (580 mg, 2.8 mmol), and the mixture was stirred at room temperature overnight. The reaction was diluted with DCM, and washed with brine. The organic layer was dried over anhydrous Na2SO4 and concentrated. The residue was purified by prep-TLC to give 2-(methylthio)-4-(2-{4-[2-(1-oxo-1,3-dihydro-2-benzofuran... Reactants: SnCl2 dihydrate, ClC1=CC=C(C(=N1)NC(CC)CC)[N+](=O)[O-] (6-chloro-3-nitro-N-(pentan-3-yl)pyridin-2-amine). The solvent is CO (MeOH), CCOC(=O)C (EtOAc). Reaction conditions: time 3 hour. Yields the product EtOAc Hexanes, ClC1=CC=C(C(=N1)NC(CC)CC)N (6-Chloro-N2-(pentan-3-yl)pyridine-2,3-diamine). Isolated yield 59.4%. As a reaction SMILES: [Cl:1][C:2]1[N:7]=[C:6]([NH:8][CH:9]([CH2:12][CH3:13])[CH2:10][CH3:11])[C:5]([N+:14]([O-])=O)=[CH:4][CH:3]=1>CO.CCOC(C)=O>[Cl:1][C:2]1[N:7]=[C:6]([NH:8][CH:9]([CH2:12][CH3:13])[CH2:10][CH3:11])[C:5]([NH2:14])=[CH:4][CH:3]=1. Procedure: To a room-temperature solution containing 6-chloro-3-nitro-N-(pentan-3-yl)pyridin-2-amine (1.8 g, 7.4 mmol) in MeOH (10 mL) and EtOAc (10 mL) was added SnCl2 dihydrate (10.0 g, 44.3 mmol). After 3 h, the reaction mixture was concentrated in vacuo and then re-dissolved in EtOAc and water. After stirring overnight, the layers were separated and the organic layer was dried over sodium sulfate, filtered, and concentrated in vacuo. Silica gel chromatography (25%-50% EtOAc/Hexanes) provided the title ... Reactants: FC(C)(F)C=1C=C(CC2NC(OC2C2=CC=C(C=C2)F)=O)C=CC1 ((4RS,5SR)-4-[3-(1,1-difluoroethyl)benzyl]-5-(4-fluorophenyl)-1,3-oxazolidin-2-one), [OH-].[Na+] (sodium hydroxide). Solvent: O (water), C(C)O (ethanol). The product is NC(C(O)C1=CC=C(C=C1)F)CC1=CC(=CC=C1)C(C)(F)F ((1RS,2SR)-2-amino-3-[3-(1,1-difluoroethyl)phenyl]-1-(4-fluorophenyl)-1-propanol). Isolated yield 79.7%. RXN SMILES: [F:1][C:2]([C:5]1[CH:6]=[C:7]([CH:22]=[CH:23][CH:24]=1)[CH2:8][CH:9]1[CH:13]([C:14]2[CH:19]=[CH:18][C:17]([F:20])=[CH:16][CH:15]=2)[O:12]C(=O)[NH:10]1)([F:4])[CH3:3].[OH-].[Na+]>C(O)C.O>[NH2:10][CH:9]([CH2:8][C:7]1[CH:22]=[CH:23][CH:24]=[C:5]([C:2]([F:4])([F:1])[CH3:3])[CH:6]=1)[CH:13]([C:14]1[CH:19]=[CH:18][C:17]([F:20])=[CH:16][CH:15]=1)[OH:12] |f:1.2|. Procedure details: To a solution of (4RS,5SR)-4-[3-(1,1-difluoroethyl)benzyl]-5-(4-fluorophenyl)-1,3-oxazolidin-2-one (3.83 g, 12.5 mmol) in ethanol (100 ml) was added 8N aqueous sodium hydroxide solution (7.8 ml, 39.0 mmol), and the mixture was heated under reflux for 5 hrs. After completion of the reaction, the mixture was diluted with water, and extracted with ethyl acetate. The organic layers were combined, washed with saturated brine, dried over anhydrous magnesium sulfate, filtered and concentrated under red... Starting materials: COC(=O)C=C1CCC(c2ccccc2)(N(C)C)CC1, CCC(C)=O, C[Si](C)(C)Cl. Yields the product COC(=O)C=C1CCC(c2ccccc2)(N(C)C)CC1, Cl. RXN SMILES: [CH3:1][O:2][C:3]([CH:4]=[C:5]1[CH2:6][CH2:7][C:8]([c:11]2[cH:12][cH:13][cH:14][cH:15][cH:16]2)([N:17]([CH3:18])[CH3:19])[CH2:9][CH2:10]1)=[O:20].[CH3:26][C:27]([CH2:28][CH3:29])=[O:30].[Cl:21][Si:22]([CH3:23])([CH3:24])[CH3:25]>>[CH3:1][O:2][C:3]([CH:4]=[C:5]1[CH2:6][CH2:7][C:8]([c:11]2[cH:12][cH:13][cH:14][cH:15][cH:16]2)([N:17]([CH3:18])[CH3:19])[CH2:9][CH2:10]1)=[O:20].[ClH:21].